This data is from the Open Reaction Database (ORD), a public repository of structured organic reaction records. The task is: describe an organic reaction: reactants, conditions, products, and yield Starting materials: O=C1C(CCC2=CC=CC=C12)CNCCC1=CC=C(NS(=O)(=O)C)C=C1 (4'-[2-(((1,2,3,4-Tetrahydro-1-oxo-2-naphthyl)methyl)amino)ethyl]methanesulfonanilide), CC(=O)C (Acetone), [BH4-].[Na+] (NaBH4), [BH4-].[Na+] (NaBH4). The solvent is CO (MeOH). Run at time 2 hour. Yields the product OC1C(CCC2=CC=CC=C12)CNCCC1=CC=C(NS(=O)(=O)C)C=C1 (4'-[2-(((1,2,3,4-Tetrahydro-1-hydroxy-2-naphthyl)methyl)amino)ethyl]methanesulfonanilide). Reaction SMILES: [O:1]=[C:2]1[C:11]2[C:6](=[CH:7][CH:8]=[CH:9][CH:10]=2)[CH2:5][CH2:4][CH:3]1[CH2:12][NH:13][CH2:14][CH2:15][C:16]1[CH:26]=[CH:25][C:19]([NH:20][S:21]([CH3:24])(=[O:23])=[O:22])=[CH:18][CH:17]=1.[BH4-].[Na+].CC(C)=O>CO>[OH:1][CH:2]1[C:11]2[C:6](=[CH:7][CH:8]=[CH:9][CH:10]=2)[CH2:5][CH2:4][CH:3]1[CH2:12][NH:13][CH2:14][CH2:15][C:16]1[CH:17]=[CH:18][C:19]([NH:20][S:21]([CH3:24])(=[O:23])=[O:22])=[CH:25][CH:26]=1 |f:1.2|. Reported procedure: Compound (XXI) (0.75 g) was combined with NaBH4 (0.14 g) in MeOH (30 ml) and stirred at ambient temperature for 31/2 hours. A further 0.14 g NaBH4 was added and the reaction was stirred a further 1/2 hour. Acetone (10 ml) was added. After stirring 18 hours, the solvent was evaporated and the residue was partitioned between EtOAc and aqueous NaHCO3. The EtOAc was evaporated, and the residue was chromatographed on a silica column, eluting the product with CH2Cl2 /MeOH as a gummy solid (0.5 g). Thi... Product: Cc1ccc(C(O)C(C)(C)Oc2cc(C)cc(C)c2C)cc1. As a reaction SMILES: [BH4-:1].[CH3:28][OH:29].[CH3:3][C:4]([C:5](=[O:6])[c:7]1[cH:8][cH:9][c:10]([CH3:13])[cH:11][cH:12]1)([CH3:14])[O:15][c:16]1[c:17]([CH3:24])[c:18]([CH3:23])[cH:19][c:20]([CH3:22])[cH:21]1.[ClH:25].[Na+:27].[Na+:2].[OH-:26]>>[CH3:3][C:4]([CH:5]([OH:6])[c:7]1[cH:8][cH:9][c:10]([CH3:13])[cH:11][cH:12]1)([CH3:14])[O:15][c:16]1[c:17]([CH3:24])[c:18]([CH3:23])[cH:19][c:20]([CH3:22])[cH:21]1. The reactants are [BH4-], CO, Cc1ccc(C(=O)C(C)(C)Oc2cc(C)cc(C)c2C)cc1, Cl, [Na+], [Na+], [OH-].